From a dataset of the Open Reaction Database (ORD), a public repository of structured organic reaction records. describe an organic reaction: reactants, conditions, products, and yield Starting materials: C1CCOC1, CC(C)OB(OC(C)C)OC(C)C, CC(C)[N-]C(C)C, CC(C)O, ClC(Cl)Cl, Fc1cnc(Cl)nc1Cl, [Li+], [Na+], [Na+], O=C([O-])[O-], O, c1ccc(-c2cccc3ccsc23)c(OCCOC2CCCCO2)c1. Yields the product Fc1cnc(Cl)nc1-c1cc2cccc(-c3ccccc3OCCOC3CCCCO3)c2s1. As a reaction SMILES: [CH2:62]1[O:63][CH2:64][CH2:65][CH2:66]1.[CH:26]([O:27][B:28]([O:29][CH:30]([CH3:31])[CH3:32])[O:33][CH:34]([CH3:35])[CH3:36])([CH3:37])[CH3:38].[CH:39]([N-:40][CH:41]([CH3:42])[CH3:43])([CH3:44])[CH3:45].[CH:67]([OH:68])([CH3:69])[CH3:70].[CH:71]([Cl:72])([Cl:73])[Cl:74].[Cl:47][c:48]1[n:49][cH:50][c:51]([F:55])[c:52]([Cl:54])[n:53]1.[Li+:46].[Na+:56].[Na+:57].[O-:58][C:59](=[O:60])[O-:61].[OH2:75].[s:1]1[c:2]2[c:3]([cH:4][cH:5]1)[cH:6][cH:7][cH:8][c:9]2-[c:10]1[c:11]([O:12][CH2:13][CH2:14][O:15][CH:16]2[O:17][CH2:18][CH2:19][CH2:20][CH2:21]2)[cH:22][cH:23][cH:24][cH:25]1>>[s:1]1[c:2]2[c:3]([cH:4][c:5]1-[c:52]1[c:51]([F:55])[cH:50][n:49][c:48]([Cl:47])[n:53]1)[cH:6][cH:7][cH:8][c:9]2-[c:10]1[c:11]([O:12][CH2:13][CH2:14][O:15][CH:16]2[O:17][CH2:18][CH2:19][CH2:20][CH2:21]2)[cH:22][cH:23][cH:24][cH:25]1. The reactants are COC1=CC=C(C=C1)CCNC(C)(C)C(O)C1=CC=CC=C1 (α-(1-{[2-(4-methoxyphenyl)-ethyl]amino}-1-methylethyl)benzenemethanol), CS(=O)(=O)O (methanesulfonic acid), [NH4+].[OH-] (NH4OH). The product is OC1=CC2=C(C=CC=CN2)C=C1 (8-hydroxybenzazepine). Reaction SMILES: COC1C=CC(CCN[C:12]([CH:15]([C:17]2[CH:22]=[CH:21][CH:20]=[CH:19][CH:18]=2)O)([CH3:14])C)=CC=1.[NH4+:23].[OH-:24].[CH3:25]S(O)(=O)=O>>[OH:24][C:20]1[CH:19]=[CH:18][C:17]2[CH:15]=[CH:12][CH:14]=[CH:25][NH:23][C:22]=2[CH:21]=1 |f:1.2|. Procedure: A stirred solution of 8.0 g (0.0268 mole) of α-(1-{[2-(4-methoxyphenyl)-ethyl]amino}-1-methylethyl)benzenemethanol in 30 ml of methanesulfonic acid is heated for 11 hrs. at 83° C. The brown solution is poured onto ice, made basic with NH4OH and extracted twice with 150 ml of ethyl acetate. The combined organic extracts are washed with saturated aqueous NaCl, dried (Na2SO4) and evaporated in vacuo. Trituration of the residue with hot acetonitrile and cooling gave 1.7 g (27% ) of the above named 8...